This data is from the Open Reaction Database (ORD), a public repository of structured organic reaction records. The task is: describe an organic reaction: reactants, conditions, products, and yield The reactants are ClC=1C=C(C(=O)O)C=CC1C(NC1=CC(=C(C=C1)Cl)C1=NC=CC=C1)=O (3-chloro-4-(4-chloro-3-(pyridin-2-yl)phenylcarbamoyl)benzoic acid), N1CCCC1 (pyrolidine). Product: ClC1=C(C(=O)NC2=CC(=C(C=C2)Cl)C2=NC=CC=C2)C=CC(=C1)C(=O)N1CCCC1 (2-chloro-N-(4-chloro-3-(pyridin-2-yl)phenyl)-4-(pyrrolidine-1-carbonyl)benzamide). Reaction SMILES: [Cl:1][C:2]1[CH:3]=[C:4]([CH:8]=[CH:9][C:10]=1[C:11](=[O:26])[NH:12][C:13]1[CH:18]=[CH:17][C:16]([Cl:19])=[C:15]([C:20]2[CH:25]=[CH:24][CH:23]=[CH:22][N:21]=2)[CH:14]=1)[C:5](O)=[O:6].[NH:27]1[CH2:31][CH2:30][CH2:29][CH2:28]1>>[Cl:1][C:2]1[CH:3]=[C:4]([C:5]([N:27]2[CH2:31][CH2:30][CH2:29][CH2:28]2)=[O:6])[CH:8]=[CH:9][C:10]=1[C:11]([NH:12][C:13]1[CH:18]=[CH:17][C:16]([Cl:19])=[C:15]([C:20]2[CH:25]=[CH:24][CH:23]=[CH:22][N:21]=2)[CH:14]=1)=[O:26]. Procedure details: 75 mg of 3-chloro-4-(4-chloro-3-(pyridin-2-yl)phenylcarbamoyl)benzoic acid was coupled to pyrolidine via Procedure G. The product was purified on reverse phase HPLC to yield 2-chloro-N-(4-chloro-3-(pyridin-2-yl)phenyl)-4-(pyrrolidine-1-carbonyl)benzamide. MS (Q1) 441 (M)+.